Dataset: the Open Reaction Database (ORD), a public repository of structured organic reaction records. Task: describe an organic reaction: reactants, conditions, products, and yield Procedure: To a mixture of 5 g of 3,4-dihydro-2-methoxymethyl-2-methyl-6-nitro-2H-1-benzopyran-3-one and 60 ml of dried N,N-dimethylformamide was added 2.5 g of potassium tertiary butoxide under nitrogen stream with stirring under ice-cooling and the mixture was stirred for 5 minutes. Then, 1.7 ml of methyl isothiocyanate in 3 ml of N,N-dimethylformamide was added to the mixture and it was stirred at 5° C. for 18 hours. Ice water was added to the mixture and it was washed with ether. A water layer was acid... As a reaction SMILES: [CH3:1][O:2][CH2:3][C:4]1([CH3:18])[C:9](=[O:10])[CH2:8][C:7]2[CH:11]=[C:12]([N+:15]([O-:17])=[O:16])[CH:13]=[CH:14][C:6]=2[O:5]1.CC(C)([O-])C.[K+].[CH3:25][N:26]=[C:27]=[S:28]>CN(C)C=O>[OH:10][C:9]1[C:4]([CH2:3][O:2][CH3:1])([CH3:18])[O:5][C:6]2[CH:14]=[CH:13][C:12]([N+:15]([O-:17])=[O:16])=[CH:11][C:7]=2[C:8]=1[C:27](=[S:28])[NH:26][CH3:25] |f:1.2|. The product is OC=1C(OC2=C(C1C(NC)=S)C=C(C=C2)[N+](=O)[O-])(C)COC (3-hydroxy-2-methoxymethyl-N,2-dimethyl-6-nitro-2H-1-benzopyran-4-carbothioamide). Starting materials: Ice water, COCC1(OC2=C(CC1=O)C=C(C=C2)[N+](=O)[O-])C (3,4-dihydro-2-methoxymethyl-2-methyl-6-nitro-2H-1-benzopyran-3-one), CC(C)([O-])C.[K+] (potassium tertiary butoxide), CN=C=S (methyl isothiocyanate). The solvent is CN(C=O)C (N,N-dimethylformamide), CN(C=O)C (N,N-dimethylformamide). Starting materials: [OH-].[K+] (KOH), C(C)OC(=O)C=1C=NN(C1C(NC1=CC=2N(C=C1)C=C(N2)C2=CC=CC=C2)=O)C (1-Methyl-5-(2-phenyl-imidazo[1,2-a]pyridin-7-ylcarbamoyl)-1H-pyrazole-4-carboxylic acid ethyl ester). The solvent is C(C)O (ethanol). Run at time 30 minute. Yields the product CN1N=CC(=C1C(NC1=CC=2N(C=C1)C=C(N2)C2=CC=CC=C2)=O)C(=O)O (1-Methyl-5-(2-phenyl-imidazo[1,2-a]pyridin-7-ylcarbamoyl)-1H-pyrazole-4-carboxylic acid). As a reaction SMILES: [OH-].[K+].C([O:5][C:6]([C:8]1[CH:9]=[N:10][N:11]([CH3:31])[C:12]=1[C:13](=[O:30])[NH:14][C:15]1[CH:20]=[CH:19][N:18]2[CH:21]=[C:22]([C:24]3[CH:29]=[CH:28][CH:27]=[CH:26][CH:25]=3)[N:23]=[C:17]2[CH:16]=1)=[O:7])C>C(O)C>[CH3:31][N:11]1[C:12]([C:13](=[O:30])[NH:14][C:15]2[CH:20]=[CH:19][N:18]3[CH:21]=[C:22]([C:24]4[CH:29]=[CH:28][CH:27]=[CH:26][CH:25]=4)[N:23]=[C:17]3[CH:16]=2)=[C:8]([C:6]([OH:7])=[O:5])[CH:9]=[N:10]1 |f:0.1|. Reported procedure: KOH (1.67 g, 26 mmol) was added to a solution of 1-methyl-5-(2-phenyl-imidazo[1,2-a]pyridin-7-ylcarbamoyl)-1H-pyrazole-4-carboxylic acid ethyl ester (Example 10, 6.65 g, 17 mmol) in ethanol (150 ml) and the mixture was heated to reflux (4 h). The solvent was evaporated and water and ethanol (as little as needed to avoid sticky precipitate) was added. HCl (conc., 12 ml) was added, the white suspension was stirred for 30 min (r.t.) and filtered. The precipitated title compound (7.19 g, 99%) was is... Run in O (water). RXN SMILES: [CH2:1]([OH:4])[C:2]#[CH:3].Br[CH2:6][CH2:7][CH2:8][CH2:9][CH2:10][CH2:11][Br:12].[OH-].[Na+]>S(=O)(=O)(O)[O-].C([N+](CCCC)(CCCC)CCCC)CCC.O>[Br:12][CH2:11][CH2:10][CH2:9][CH2:8][CH2:7][CH2:6][O:4][CH2:1][C:2]#[CH:3] |f:2.3,4.5|. Isolated yield 68.5%. Conditions: time 20 hour. Yields the product BrCCCCCCOCC#C (1-Bromo-6-[(2-propynyl)oxy]hexane). Procedure: A mixture of propargyl alcohol (5.6 g), 1,6-dibromohexane (73.2 g), tetrabutylammonium bisulphate (0.5 g), and aqueous sodium hydroxide (50%, w/v, 27 ml) was stirred at room temperature for 20 h, diluted with water (50 ml), and extracted with diethyl ether (2×100 ml). The dried extract was evaporated and the residue was purified on a column of silica (Merck 9385) eluting with cyclohexane followed by cyclohexane-diethyl ether (19:1) to give the title compound as a colourless oil (15.0 g), t.l.c. ... The reactants are C(C#C)O (propargyl alcohol), BrCCCCCCBr (1,6-dibromohexane), [OH-].[Na+] (sodium hydroxide). Reagents/catalysts: S([O-])(O)(=O)=O.C(CCC)[N+](CCCC)(CCCC)CCCC (tetrabutylammonium bisulphate). The reactants are CN1C(=CC=C1)C(C(C#N)C(NC1=CC=CC=C1)=O)=O (1-methyl-beta-oxo-alpha-(phenylcarbamoyl)-2-pyrrolepropionitrile), NC(CO)(CO)CO (tromethamine), C (charcoal). Solvent: C(C)O (ethanol). Yields the product NC(CO)(CO)CO.CN1C(=CC=C1)C(C(C#N)C(NC1=CC=CC=C1)=O)=O (1-methyl-beta-oxo-alpha-(phenylcarbamoyl)-2-pyrrolepropionitrile tromethamine salt). RXN SMILES: [CH3:1][N:2]1[CH:6]=[CH:5][CH:4]=[C:3]1[C:7](=[O:20])[CH:8]([C:11](=[O:19])[NH:12][C:13]1[CH:18]=[CH:17][CH:16]=[CH:15][CH:14]=1)[C:9]#[N:10].[NH2:21][C:22]([CH2:27][OH:28])([CH2:25][OH:26])[CH2:23][OH:24].C>C(O)C>[NH2:21][C:22]([CH2:27][OH:28])([CH2:25][OH:26])[CH2:23][OH:24].[CH3:1][N:2]1[CH:6]=[CH:5][CH:4]=[C:3]1[C:7](=[O:20])[CH:8]([C:11](=[O:19])[NH:12][C:13]1[CH:14]=[CH:15][CH:16]=[CH:17][CH:18]=1)[C:9]#[N:10] |f:4.5|. Procedure: A suspension of 13.36 g of 1-methyl-beta-oxo-alpha-(phenylcarbamoyl)-2-pyrrolepropionitrile and 6.06 g of tromethamine in 100 ml of ethanol is heated to reflux for about one half hour, the solution is allowed to cool to about room temperature, treated with activated charcoal, filtered and reduced to a volume of about 45 ml at a temperature below 60°. The solution is heated to about 50°-55°, 100 ml of toluene is slowly added over a period of about one half hour with stirring and the resulting mix... Yields the product CCCCc1nc(Cl)c(C=O)n1Cc1ccc(S(=O)(=O)NC(C)(C)C)cc1. Reactants: CC(C)(C)NS(=O)(=O)c1ccc(CBr)cc1, O=C([O-])[O-], CCCCc1nc(Cl)c(C=O)[nH]1, CCOC(C)=O, [K+], [K+], CN(C)C=O. As a reaction SMILES: [Br:1][CH2:2][c:3]1[cH:4][cH:5][c:6]([S:9](=[O:10])(=[O:11])[NH:12][C:13]([CH3:14])([CH3:15])[CH3:16])[cH:7][cH:8]1.[C:29](=[O:30])([O-:31])[O-:32].[CH2:17]([CH2:18][CH2:19][CH3:20])[c:21]1[n:22][c:23]([Cl:28])[c:24]([CH:26]=[O:27])[nH:25]1.[CH3:40][CH2:41][O:42][C:43]([CH3:44])=[O:45].[K+:33].[K+:34].[O:35]=[CH:36][N:37]([CH3:38])[CH3:39]>>[CH2:2]([c:3]1[cH:4][cH:5][c:6]([S:9](=[O:10])(=[O:11])[NH:12][C:13]([CH3:14])([CH3:15])[CH3:16])[cH:7][cH:8]1)[n:25]1[c:21]([CH2:17][CH2:18][CH2:19][CH3:20])[n:22][c:23]([Cl:28])[c:24]1[CH:26]=[O:27]. Starting materials: CC(C)(C)OC(=O)N1CCN(C2=NC(=O)CS2)CC1CO, Cc1nn(Cc2ccc(Cl)cc2C(F)(F)F)c2ccc(C=O)cc12. Product: Cc1nn(Cc2ccc(Cl)cc2C(F)(F)F)c2ccc(C=C3SC(N4CCN(C(=O)OC(C)(C)C)C(CO)C4)=NC3=O)cc12. RXN SMILES: [C:25]([CH3:26])([CH3:27])([CH3:28])[O:29][C:30](=[O:31])[N:32]1[CH:33]([CH2:44][OH:45])[CH2:34][N:35]([C:38]2=[N:42][C:41](=[O:43])[CH2:40][S:39]2)[CH2:36][CH2:37]1.[Cl:1][c:2]1[cH:3][c:4]([C:21]([F:22])([F:23])[F:24])[c:5]([CH2:6][n:7]2[n:8][c:9]([CH3:18])[c:10]3[cH:11][c:12]([CH:16]=[O:17])[cH:13][cH:14][c:15]23)[cH:19][cH:20]1>>[Cl:1][c:2]1[cH:3][c:4]([C:21]([F:22])([F:23])[F:24])[c:5]([CH2:6][n:7]2[n:8][c:9]([CH3:18])[c:10]3[cH:11][c:12]([CH:16]=[C:40]4[S:39][C:38]([N:35]5[CH2:34][CH:33]([CH2:44][OH:45])[N:32]([C:30]([O:29][C:25]([CH3:26])([CH3:27])[CH3:28])=[O:31])[CH2:37][CH2:36]5)=[N:42][C:41]4=[O:43])[cH:13][cH:14][c:15]23)[cH:19][cH:20]1. Starting materials: phase, C(C1=CC=CC=C1)N (benzylamine), O1[C@H](C(=O)O)[C@H]1CCCCCCC ((2S,3R)-2,3-epoxydecanoic acid), P (Phosphine), [OH-].[Na+] (sodium hydroxide), [OH-].[Na+] (sodium hydroxide). Reagents/catalysts: CCCCCCCC[N+](C)(CCCCCCCC)CCCCCCCC.[Cl-] (Aliquat 336), [Cl-].C[N+](CCCCCCCC)(CCCCCCCC)CCCCCCCC (methyltri-n-octylammonium chloride). Solvent: O (water). Reaction conditions: temperature 2.5 celsius. Product: C(C1=CC=CC=C1)N[C@@H](C(=O)O)[C@@H](CCCCCCC)O ((2R,3R)-2-Benzylamino-3-hydroxydecanoic acid). Yield: 91.0%. Reaction SMILES: [O:1]1[C@H:6]([CH2:7][CH2:8][CH2:9][CH2:10][CH2:11][CH2:12][CH3:13])[C@H:2]1[C:3]([OH:5])=[O:4].P.[CH2:15]([NH2:22])[C:16]1[CH:21]=[CH:20][CH:19]=[CH:18][CH:17]=1.[OH-].[Na+]>CCCCCCCC[N+](CCCCCCCC)(CCCCCCCC)C.[Cl-].O>[CH2:15]([NH:22][C@H:2]([C@H:6]([OH:1])[CH2:7][CH2:8][CH2:9][CH2:10][CH2:11][CH2:12][CH3:13])[C:3]([OH:5])=[O:4])[C:16]1[CH:21]=[CH:20][CH:19]=[CH:18][CH:17]=1 |f:3.4,5.6|. Procedure: To 18,6 g (0.10 mol) of the (2S,3R)-2,3-epoxydecanoic acid (V-2) obtained in (4) above were added 100 ml of water and 150 mg (0.37 mmol) of a phase transfer catalyst "Aliquat 336" (methyltri-n-octylammonium chloride produced by Henckels; hereinafter the same) at room temperature. The mixture was stirred at 2 to 3° C., and 32.1 g (0.30 mol) of benzylamine (VI) was added thereto dropwise, followed by stirring for about 5 minutes. To the mixture was further added 16 ml (0.08 mol) of a 5N sodium hyd...